Dataset: the Open Reaction Database (ORD), a public repository of structured organic reaction records. Task: describe an organic reaction: reactants, conditions, products, and yield RXN SMILES: [Al+3:2].[CH3:20][CH2:21][O:22][CH2:23][CH3:24].[CH3:7][C:8]([C:9](=[O:10])[OH:11])([CH3:12])[c:13]1[cH:14][cH:15][c:16]([Cl:19])[cH:17][cH:18]1.[H-:1].[H-:4].[H-:5].[H-:6].[Li+:3]>>[CH3:7][C:8]([CH2:9][OH:10])([CH3:12])[c:13]1[cH:14][cH:15][c:16]([Cl:19])[cH:17][cH:18]1. Product: CC(C)(CO)c1ccc(Cl)cc1. Reactants: [Al+3], CCOCC, CC(C)(C(=O)O)c1ccc(Cl)cc1, [H-], [H-], [H-], [H-], [Li+]. The reactants are CCCC[N+](CCCC)(CCCC)CCCC, CN(C)C(=O)CCl, N#Cc1cc(F)ccc1Oc1ccc2[nH]ncc2c1, [I-], [K+], [K+], O=C([O-])[O-], CN(C)C=O. Product: CN(C)C(=O)Cn1ncc2cc(Oc3ccc(F)cc3C#N)ccc21. RXN SMILES: [CH2:39]([N+:40]([CH2:41][CH2:42][CH2:43][CH3:44])([CH2:45][CH2:46][CH2:47][CH3:48])[CH2:49][CH2:50][CH2:51][CH3:52])[CH2:53][CH2:54][CH3:55].[Cl:20][CH2:21][C:22](=[O:23])[N:24]([CH3:25])[CH3:26].[F:1][c:2]1[cH:3][cH:4][c:5]([O:10][c:11]2[cH:12][c:13]3[cH:14][n:15][nH:16][c:17]3[cH:18][cH:19]2)[c:6]([C:7]#[N:8])[cH:9]1.[I-:38].[K+:27].[K+:28].[O-:29][C:30]([O-:31])=[O:32].[O:33]=[CH:34][N:35]([CH3:36])[CH3:37]>>[F:1][c:2]1[cH:3][cH:4][c:5]([O:10][c:11]2[cH:12][c:13]3[cH:14][n:15][n:16]([CH2:21][C:22](=[O:23])[N:24]([CH3:25])[CH3:26])[c:17]3[cH:18][cH:19]2)[c:6]([C:7]#[N:8])[cH:9]1. Reactants: C(C)OC(C(CC1=CC=C(C=C1)O)(OC1=CC=CC=C1)C)=O (3-(4-hydroxyphenyl)-2-methyl-2-phenoxypropionic acid ethyl ester), solution, polystyrene, CC1=C(N=C(O1)C1=CC=C(C=C1)C=1SC=CC1)CCOS(=O)(=O)C1=CC=C(C=C1)C (Toluene-4-sulfonic acid 2-(5-methyl-2-(4-thiophen-2-yl-phenyl)-oxazol-4-yl)ethyl ester). The solvent is C(C)O (ethanol), C(C)O (ethanol). Reaction conditions: temperature 55 celsius. Yields the product CC(C(=O)O)(CC1=CC=C(C=C1)OCCC=1N=C(OC1C)C1=CC=C(C=C1)C=1SC=CC1)OC1=CC=CC=C1 (2-Methyl-3-(4-{2-[5-methyl-2-(4-thiophen-2-yl-phenyl)-oxazol-4-yl]-ethoxy}-phenyl)-2-phenoxypropionic acid). Isolated yield 24.0%. Reaction SMILES: [CH3:1][C:2]1[O:6][C:5]([C:7]2[CH:12]=[CH:11][C:10]([C:13]3[S:14][CH:15]=[CH:16][CH:17]=3)=[CH:9][CH:8]=2)=[N:4][C:3]=1[CH2:18][CH2:19][O:20]S(C1C=CC(C)=CC=1)(=O)=O.C([O:33][C:34](=[O:52])[C:35]([CH3:51])([O:44][C:45]1[CH:50]=[CH:49][CH:48]=[CH:47][CH:46]=1)[CH2:36][C:37]1[CH:42]=[CH:41][C:40](O)=[CH:39][CH:38]=1)C>C(O)C>[CH3:51][C:35]([O:44][C:45]1[CH:50]=[CH:49][CH:48]=[CH:47][CH:46]=1)([CH2:36][C:37]1[CH:42]=[CH:41][C:40]([O:20][CH2:19][CH2:18][C:3]2[N:4]=[C:5]([C:7]3[CH:8]=[CH:9][C:10]([C:13]4[S:14][CH:15]=[CH:16][CH:17]=4)=[CH:11][CH:12]=3)[O:6][C:2]=2[CH3:1])=[CH:39][CH:38]=1)[C:34]([OH:52])=[O:33]. Procedure details: Toluene-4-sulfonic acid 2-(5-methyl-2-(4-thiophen-2-yl-phenyl)-oxazol-4-yl)ethyl ester (0.132 mmol) was added to a one dram, screw-cap vial and diluted with ethanol (0.5 mL). To this solution are added 3-(4-hydroxyphenyl)-2-methyl-2-phenoxypropionic acid ethyl ester (see Ex. 1, Part C) (0.5 mL of a 0.264 M solution in ethanol, 0.132 mmol) and polystyrene bound 1,5,7-triazabicyclo[4.4.0]dec-5-ene (100–125 mg, 2.6 mmol/g) and the vial was tightly closed. The reaction vessel was heated in a block h... Starting materials: COC(=O)c1cc(Cl)c(N)cc1OC, [I-], I, [K+], O=N[O-], [Na+], O, O=S(=O)(O)O. Yields the product COC(=O)c1cc(Cl)c(I)cc1OC. As a reaction SMILES: [CH3:1][O:2][C:3]([c:4]1[c:5]([O:12][CH3:13])[cH:6][c:7]([NH2:11])[c:8]([Cl:10])[cH:9]1)=[O:14].[I-:25].[I:26].[K+:24].[N:20]([O-:21])=[O:22].[Na+:23].[OH2:27].[S:15](=[O:16])(=[O:17])([OH:18])[OH:19]>>[CH3:1][O:2][C:3]([c:4]1[c:5]([O:12][CH3:13])[cH:6][c:7]([I:25])[c:8]([Cl:10])[cH:9]1)=[O:14].